This data is from the Open Reaction Database (ORD), a public repository of structured organic reaction records. The task is: describe an organic reaction: reactants, conditions, products, and yield Reactants: FC1=C(C(=CC=C1[N+](=O)[O-])F)C(=O)C1=CNC2=NC=C(C=C21)I ((2,6-difluoro-3-nitro-phenyl)-(5-iodo-1H-pyrrolo[2,3-b]pyridin-3-yl)-methanone), C(C)(=O)OCC (ethyl acetate), O1CCCC1 (tetrahydrofuran), Stannous chloride, C([O-])(O)=O.[Na+] (sodium bicarbonate). The solvent is O (water). Conditions: temperature 60 celsius. Yields the product NC=1C(=C(C(=CC1)F)C(=O)C1=CNC2=NC=C(C=C21)I)F ((3-amino-2,6-difluoro-phenyl)-(5-iodo-1H-pyrrolo[2,3-b]pyridin-3-yl)-methanone). Yield: 87.3%. As a reaction SMILES: [F:1][C:2]1[C:7]([N+:8]([O-])=O)=[CH:6][CH:5]=[C:4]([F:11])[C:3]=1[C:12]([C:14]1[C:22]2[C:17](=[N:18][CH:19]=[C:20]([I:23])[CH:21]=2)[NH:16][CH:15]=1)=[O:13].C(OCC)(=O)C.O1CCCC1.C(=O)(O)[O-].[Na+]>O>[NH2:8][C:7]1[C:2]([F:1])=[C:3]([C:12]([C:14]2[C:22]3[C:17](=[N:18][CH:19]=[C:20]([I:23])[CH:21]=3)[NH:16][CH:15]=2)=[O:13])[C:4]([F:11])=[CH:5][CH:6]=1 |f:3.4|. Procedure details: In a reaction vial, (2,6-difluoro-3-nitro-phenyl)-(5-iodo-1H-pyrrolo[2,3-b]pyridin-3-yl)-methanone (45, 0.123 g, 0.287 mmol) is mixed with 5.0 mL of ethyl acetate and 5.0 mL of tetrahydrofuran. Stannous chloride, dehydrate (0.223 g, 0.989 mmol) is added and the reaction is heated at 60° C. for 24 hours. The reaction is poured into a mixture of 25 mL of water and 25 mL of saturated aqueous sodium bicarbonate and treated with celite, then filtered through a bed of celite. The celite is washed with... Starting materials: O[C@H](C)[C@@H]1[C@@H]2N([C@H](C([C@@H]2C)=O)C(=O)OCC2=CC=C(C=C2)[N+](=O)[O-])C1=O (4-nitrobenzyl (1R,3R,5R,6S)-6-((1R)-1-hydroxyethyl)-1-methyl-2-oxo-1-carbapenam-3-carboxylate), N(=[N+]=[N-])CCSC=1N=C(N2C1SC(=C2)[Sn](CCCC)(CCCC)CCCC)SC (7-(2-azidoethyl)thio-5-methylthio-2-(tri-n-butylstannyl)imidazo[5,1-b]thiazole). Yields the product N(=[N+]=[N-])CCSC=1N=C(N2C1SC(=C2)C=2[C@@H]([C@H]1N(C2C(=O)OCC2=CC=C(C=C2)[N+](=O)[O-])C([C@@H]1[C@@H](C)O)=O)C)SC (4-nitrobenzyl (1S,5R,6S)-2-[7-(2-azidoethyl)thio-5-methylthioimidazo-[5,1-b]thiazol-2-yl]-6-((1R)-1-hydroxyethyl)-1-methyl-1-carbapen-2-em-3-carboxylate). Yield: 53.4%. Reaction SMILES: [OH:1][C@@H:2]([C@H:4]1[C:25](=[O:26])[N:6]2[C@@H:7]([C:12]([O:14][CH2:15][C:16]3[CH:21]=[CH:20][C:19]([N+:22]([O-:24])=[O:23])=[CH:18][CH:17]=3)=[O:13])[C:8](=O)[C@H:9]([CH3:10])[C@H:5]12)[CH3:3].[N:27]([CH2:30][CH2:31][S:32][C:33]1[N:34]=[C:35]([S:54][CH3:55])[N:36]2[CH:40]=[C:39]([Sn](CCCC)(CCCC)CCCC)[S:38][C:37]=12)=[N+:28]=[N-:29]>>[N:27]([CH2:30][CH2:31][S:32][C:33]1[N:34]=[C:35]([S:54][CH3:55])[N:36]2[CH:40]=[C:39]([C:8]3[C@H:9]([CH3:10])[C@@H:5]4[C@@H:4]([C@H:2]([OH:1])[CH3:3])[C:25](=[O:26])[N:6]4[C:7]=3[C:12]([O:14][CH2:15][C:16]3[CH:21]=[CH:20][C:19]([N+:22]([O-:24])=[O:23])=[CH:18][CH:17]=3)=[O:13])[S:38][C:37]=12)=[N+:28]=[N-:29]. Procedure details: The procedure of Example 1a) was repeated, except that 300 mg of 4-nitrobenzyl (1R,3R,5R,6S)-6-((1R)-1-hydroxyethyl)-1-methyl-2-oxo-1-carbapenam-3-carboxylate and 485 mg of 7-(2-azidoethyl)thio-5-methylthio-2-(tri-n-butylstannyl)imidazo[5,1-b]thiazole were used as the starting compounds. Thus, 272 mg of 4-nitrobenzyl (1S,5R,6S)-2-[7-(2-azidoethyl)thio-5-methylthioimidazo-[5,1-b]thiazol-2-yl]-6-((1R)-1-hydroxyethyl)-1-methyl-1-carbapen-2-em-3-carboxylate was prepared.